Dataset: the Open Reaction Database (ORD), a public repository of structured organic reaction records. Task: describe an organic reaction: reactants, conditions, products, and yield The reactants are [Al+3], [C-]#[N+]C(CC)(CCCc1cc(OC)c(OC)c(OC)c1)c1cccs1, [H-], [H-], [H-], [H-], [Li+], C1CCOC1. The product is CCC(CCCc1cc(OC)c(OC)c(OC)c1)(NC)c1cccs1. Reaction SMILES: [Al+3:27].[CH2:1]([CH3:2])[C:3]([CH2:4][CH2:5][CH2:6][c:7]1[cH:8][c:9]([O:17][CH3:18])[c:10]([O:15][CH3:16])[c:11]([O:13][CH3:14])[cH:12]1)([c:19]1[s:20][cH:21][cH:22][cH:23]1)[N+:24]#[C-:25].[H-:26].[H-:29].[H-:30].[H-:31].[Li+:28].[O:32]1[CH2:33][CH2:34][CH2:35][CH2:36]1>>[CH2:1]([CH3:2])[C:3]([CH2:4][CH2:5][CH2:6][c:7]1[cH:8][c:9]([O:17][CH3:18])[c:10]([O:15][CH3:16])[c:11]([O:13][CH3:14])[cH:12]1)([c:19]1[s:20][cH:21][cH:22][cH:23]1)[NH:24][CH3:25].